From a dataset of the Open Reaction Database (ORD), a public repository of structured organic reaction records. describe an organic reaction: reactants, conditions, products, and yield RXN SMILES: [C:1]([CH3:2])(=[O:3])[n:4]1[c:5]2[c:6]([n:7][cH:8][cH:9][cH:10]2)[n:11][n:12]1.[CH2:13]([CH2:14][c:15]1[cH:16][c:17]([O:18][CH3:19])[c:20]([OH:21])[cH:22][cH:23]1)[OH:24].[CH2:27]1[O:28][CH2:29][CH2:30][CH2:31]1.[ClH:32].[Na+:26].[OH-:25]>>[C:1]([CH3:2])(=[O:3])[O:21][c:20]1[c:17]([O:18][CH3:19])[cH:16][c:15]([CH2:14][CH2:13][OH:24])[cH:23][cH:22]1. Starting materials: CC(=O)n1nnc2ncccc21, COc1cc(CCO)ccc1O, C1CCOC1, Cl, [Na+], [OH-]. Product: COc1cc(CCO)ccc1OC(C)=O.